This data is from the Open Reaction Database (ORD), a public repository of structured organic reaction records. The task is: describe an organic reaction: reactants, conditions, products, and yield The reactants are Cl (hydrochloric acid), ClCC1=C(OCC=2N=C(OC2C)C2=CC=CC=C2)C=CC=C1 (4-(2-chloromethylphenoxymethyl)-5-methyl-2-phenyloxazole), O\N=C(/CCC(=O)OC)\C1=CC=CC=C1 (methyl E-4-hydroxyimino-4-phenylbutyrate), [H-].[Na+] (sodium hydride). The solvent is CN(C=O)C (N,N-dimethylformamide), O (water). Run at time 2 hour. Product: CC1=C(N=C(O1)C1=CC=CC=C1)COC1=C(CO\N=C(/CCC(=O)OC)\C2=CC=CC=C2)C=CC=C1 (methyl E-4-[2-(5-methyl-2-phenyl-4-oxazolylmethoxy)benzyloxyimino]-4-phenylbutyrate). Yield: 71.3%. As a reaction SMILES: Cl[CH2:2][C:3]1[CH:22]=[CH:21][CH:20]=[CH:19][C:4]=1[O:5][CH2:6][C:7]1[N:8]=[C:9]([C:13]2[CH:18]=[CH:17][CH:16]=[CH:15][CH:14]=2)[O:10][C:11]=1[CH3:12].[OH:23]/[N:24]=[C:25](/[C:32]1[CH:37]=[CH:36][CH:35]=[CH:34][CH:33]=1)\[CH2:26][CH2:27][C:28]([O:30][CH3:31])=[O:29].[H-].[Na+].Cl>CN(C)C=O.O>[CH3:12][C:11]1[O:10][C:9]([C:13]2[CH:18]=[CH:17][CH:16]=[CH:15][CH:14]=2)=[N:8][C:7]=1[CH2:6][O:5][C:4]1[CH:19]=[CH:20][CH:21]=[CH:22][C:3]=1[CH2:2][O:23]/[N:24]=[C:25](/[C:32]1[CH:37]=[CH:36][CH:35]=[CH:34][CH:33]=1)\[CH2:26][CH2:27][C:28]([O:30][CH3:31])=[O:29] |f:2.3|. Reported procedure: To a stirred solution of 4-(2-chloromethylphenoxymethyl)-5-methyl-2-phenyloxazole (1.50 g) and methyl E-4-hydroxyimino-4-phenylbutyrate (990 mg) in N,N-dimethylformamide (40 ml) was added sodium hydride (60% in oil, 200 mg) at 0° C. After stirring for 2 hours, the reaction mixture was poured into water, neutralized with 2N hydrochloric acid, and extracted with ethyl acetate. The extract was washed with water, dried (MgSO4), and concentrated. The residue was purified by column chromatography on s...